describe an organic reaction: reactants, conditions, products, and yield From a dataset of the Open Reaction Database (ORD), a public repository of structured organic reaction records. Starting materials: CN1CCN(C(=O)c2cc3cc(Br)ccc3[nH]2)CC1, O=C1CCC(=O)N1Cl, ClCCl. The product is CN1CCN(C(=O)c2[nH]c3ccc(Br)cc3c2Cl)CC1. As a reaction SMILES: [Br:1][c:2]1[cH:3][c:4]2[cH:5][c:6]([C:11](=[O:12])[N:13]3[CH2:14][CH2:15][N:16]([CH3:19])[CH2:17][CH2:18]3)[nH:7][c:8]2[cH:9][cH:10]1.[Cl:20][N:21]1[C:22](=[O:23])[CH2:24][CH2:25][C:26]1=[O:27].[Cl:28][CH2:29][Cl:30]>>[Br:1][c:2]1[cH:3][c:4]2[c:5]([Cl:20])[c:6]([C:11](=[O:12])[N:13]3[CH2:14][CH2:15][N:16]([CH3:19])[CH2:17][CH2:18]3)[nH:7][c:8]2[cH:9][cH:10]1. The product is FC(S(=O)(=O)[O-])(F)F.COC=1C(=CC2=C([N+](=C([Te]2)C)C)C1)OC (5,6-Dimethoxy-2,3-dimethylbenzotellurazolium Trifluoromethanesulfonate). As a reaction SMILES: [CH3:1][O:2][C:3]1[C:4]([O:13][CH3:14])=[CH:5][C:6]2[Te:10][C:9]([CH3:11])=[N:8][C:7]=2[CH:12]=1.[F:15][C:16]([F:23])([F:22])[S:17]([O:20]C)(=[O:19])=[O:18]>ClCCl>[F:15][C:16]([F:23])([F:22])[S:17]([O-:20])(=[O:19])=[O:18].[CH3:1][O:2][C:3]1[C:4]([O:13][CH3:14])=[CH:5][C:6]2[Te:10][C:9]([CH3:11])=[N+:8]([CH3:16])[C:7]=2[CH:12]=1 |f:3.4|. Procedure details: 5,6-Dimethoxy-2-methylbenzotellurazole (Example 19) (4.8 g=0.013 mole) was dissolved in dichloromethane (75 ml), and methyl trifluoromethanesulfonate (2.48 g=1.66 ml=0.013 mole) was added. The solution turned cloudy and crystals started to deposit within a few minutes. Precipitation was completed by addition of diethyl ether. The product was collected by filtration to give 5.5 g, 86.5% of theory, m.p. 210°-234° C. The product was recrystallized from boiling acetone (≃130 ml required) m.p. 242°-2... Starting materials: COC=1C(=CC2=C(N=C([Te]2)C)C1)OC (5,6-Dimethoxy-2-methylbenzotellurazole), FC(S(=O)(=O)OC)(F)F (methyl trifluoromethanesulfonate). Run in ClCCl (dichloromethane). Starting materials: COC(=O)CC(C)C(=O)NC(C)C(=O)OCc1ccccc1, CCO. The product is COC(=O)CC(C)C(=O)NC(C)C(=O)O. Reaction SMILES: [CH2:1]([c:2]1[cH:3][cH:4][cH:5][cH:6][cH:7]1)[O:8][C:9]([CH:10]([NH:11][C:12]([CH:13]([CH2:14][C:15](=[O:16])[O:17][CH3:18])[CH3:19])=[O:20])[CH3:21])=[O:22].[CH3:23][CH2:24][OH:25]>>[O:8]=[C:9]([CH:10]([NH:11][C:12]([CH:13]([CH2:14][C:15](=[O:16])[O:17][CH3:18])[CH3:19])=[O:20])[CH3:21])[OH:22]. Reactants: C(Cl)Cl (methylene chloride), C(C)OC(CC=1NC(C=C(N1)Cl)=O)=O ((4-chloro-6-oxo-1,6-dihydropyrimidin-2-yl)acetic acid ethyl ester), Cl.N1CC(OCC1)CO (morpholin-2-yl-methanol hydrochloride), [Na+].[Cl-] (NaCl). The solvent is C(C)(C)OC(C)C (diisopropyl ether), CS(=O)C (DMSO), C(C)N(CC)CC (triethylamine). Run at temperature 85 celsius. The product is C(C)OC(CC=1NC(C=C(N1)N1CC(OCC1)CO)=O)=O ([4-(2-Hydroxymethylmorpholin-4-yl)-6-oxo-1,6-dihydropyrimidin-2-yl]acetic acid ethyl ester). Yield: 14.0%. Reaction SMILES: [CH2:1]([O:3][C:4](=[O:14])[CH2:5][C:6]1[NH:7][C:8](=[O:13])[CH:9]=[C:10](Cl)[N:11]=1)[CH3:2].Cl.[NH:16]1[CH2:21][CH2:20][O:19][CH:18]([CH2:22][OH:23])[CH2:17]1.[Na+].[Cl-].C(Cl)Cl>CS(C)=O.C(N(CC)CC)C.C(OC(C)C)(C)C>[CH2:1]([O:3][C:4](=[O:14])[CH2:5][C:6]1[NH:7][C:8](=[O:13])[CH:9]=[C:10]([N:16]2[CH2:21][CH2:20][O:19][CH:18]([CH2:22][OH:23])[CH2:17]2)[N:11]=1)[CH3:2] |f:1.2,3.4|. Procedure: Under argon, in a 500 ml round-bottomed flask equipped with a thermometer and a condenser, 10 g of (4-chloro-6-oxo-1,6-dihydropyrimidin-2-yl)acetic acid ethyl ester (example 25b, step 5b) and 9.6 g of morpholin-2-yl-methanol hydrochloride obtained previously are successively placed in 200 ml of DMSO and 16.1 ml of triethylamine. The reaction medium is heated for 22 h at 85° C. After returning to ambient temperature (20° C.), the reaction medium is poured into a saturated NaCl solution, and the m... Reactants: NC1=C(C(=NN1C1=C(C=C(C=C1Cl)C(F)(F)F)Cl)C=NO)S(=O)C (5-amino-1-[2,6-dichloro-4-(trifluoromethyl)phenyl]-4-methylsulfinyl-1H-pyrazole-3-carboxaldehyde oxime), [O-]CC.[Na+] (sodium ethoxide), C(C=C)#N (acrylonitrile). Run in C(C)O (ethanol). Product: C(#N)CCON=CC1=NN(C(=C1S(=O)C)N)C1=C(C=C(C=C1Cl)C(F)(F)F)Cl (5-amino-1-[2,6-dichloro-4-(trifluoromethyl)phenyl]-4-methylsulfinyl-1H-pyrazole-3-carboxaldehyde O-(2-cyanoethyl)oxime). Reaction SMILES: [NH2:1][C:2]1[N:6]([C:7]2[C:12]([Cl:13])=[CH:11][C:10]([C:14]([F:17])([F:16])[F:15])=[CH:9][C:8]=2[Cl:18])[N:5]=[C:4]([CH:19]=[N:20][OH:21])[C:3]=1[S:22]([CH3:24])=[O:23].[O-]CC.[Na+].[C:29](#[N:32])[CH:30]=[CH2:31]>C(O)C>[C:29]([CH2:30][CH2:31][O:21][N:20]=[CH:19][C:4]1[C:3]([S:22]([CH3:24])=[O:23])=[C:2]([NH2:1])[N:6]([C:7]2[C:12]([Cl:13])=[CH:11][C:10]([C:14]([F:17])([F:16])[F:15])=[CH:9][C:8]=2[Cl:18])[N:5]=1)#[N:32] |f:1.2|. Procedure: In a manner similar to that employed in Example 12 an ethanol solution of 5-amino-1-[2,6-dichloro-4-(trifluoromethyl)phenyl]-4-methylsulfinyl-1H-pyrazole-3-carboxaldehyde oxime was reacted with sodium ethoxide and acrylonitrile to give 5-amino-1-[2,6-dichloro-4-(trifluoromethyl)phenyl]-4-methylsulfinyl-1H-pyrazole-3-carboxaldehyde O-(2-cyanoethyl)oxime. Compound 28, as the 85 percent (by weight) component of a mixture containing 8 percent of the oxime starting material. Mass spectrometric analys...